From a dataset of the Open Reaction Database (ORD), a public repository of structured organic reaction records. describe an organic reaction: reactants, conditions, products, and yield The reactants are C(C)(C)(C)OC(NC1=C(C=C(C(=C1)C(F)(F)F)C)N)=O ((2-amino-4-methyl-5-trifluoromethyl-phenyl)-carbamic acid tert-butyl ester), C(C)(C)(C)OC(CC(C1=CC(=CC=C1)C1=CC=NC=C1)=O)=O (3-oxo-3-(3-pyridin-4-yl-phenyl)-propionic acid tert-butyl ester). Product: C(C)(C)(C)OC(NC1=C(C=C(C(=C1)C(F)(F)F)C)NC(CC(C1=CC(=CC=C1)C1=CC=NC=C1)=O)=O)=O ({4-Methyl-2-[3-oxo-3-(3-pyridin-4-yl-phenyl)-propionylamino]-5-trifluoromethyl-phenyl}-carbamic acid tert-butyl ester), solid. Isolated yield 54.0%. RXN SMILES: [C:1]([O:5][C:6](=[O:20])[NH:7][C:8]1[CH:13]=[C:12]([C:14]([F:17])([F:16])[F:15])[C:11]([CH3:18])=[CH:10][C:9]=1[NH2:19])([CH3:4])([CH3:3])[CH3:2].C([O:25][C:26](=O)[CH2:27][C:28](=[O:41])[C:29]1[CH:34]=[CH:33][CH:32]=[C:31]([C:35]2[CH:40]=[CH:39][N:38]=[CH:37][CH:36]=2)[CH:30]=1)(C)(C)C>>[C:1]([O:5][C:6](=[O:20])[NH:7][C:8]1[CH:13]=[C:12]([C:14]([F:17])([F:16])[F:15])[C:11]([CH3:18])=[CH:10][C:9]=1[NH:19][C:26](=[O:25])[CH2:27][C:28](=[O:41])[C:29]1[CH:34]=[CH:33][CH:32]=[C:31]([C:35]2[CH:36]=[CH:37][N:38]=[CH:39][CH:40]=2)[CH:30]=1)([CH3:4])([CH3:2])[CH3:3]. Reported procedure: The title compound was prepared from (2-amino-4-methyl-5-trifluoromethyl-phenyl)-carbamic acid tert-butyl ester (Example J23) (290 mg, 1.0 mmol) and 3-oxo-3-(3-pyridin-4-yl-phenyl)-propionic acid tert-butyl ester (Example K2) (297 mg, 1.0 mmol) according to the general procedure M. Obtained as a white solid (276 mg, 54%).